Dataset: the Open Reaction Database (ORD), a public repository of structured organic reaction records. Task: describe an organic reaction: reactants, conditions, products, and yield The reactants are ClC=1C=C(C=CC1Cl)C(CCNC(OC(C)(C)C)=O)N1C(C2=CC=CC=C2C1=O)=O (tert-butyl 3-(3,4-dichlorophenyl)-3-(1,3-dioxoisoindolin-2-yl)propylcarbamate), NN (hydrazine). Solvent: CO (MeOH), CO (MeOH). Conditions: time 8 hour. Yields the product NC(CCNC(OC(C)(C)C)=O)C1=CC(=C(C=C1)Cl)Cl (tert-butyl 3-amino-3-(3,4-dichlorophenyl)propylcarbamate). Yield: 88.9%. Reaction SMILES: [Cl:1][C:2]1[CH:3]=[C:4]([CH:9]([N:20]2C(=O)C3C(=CC=CC=3)C2=O)[CH2:10][CH2:11][NH:12][C:13](=[O:19])[O:14][C:15]([CH3:18])([CH3:17])[CH3:16])[CH:5]=[CH:6][C:7]=1[Cl:8].NN>CO>[NH2:20][CH:9]([C:4]1[CH:5]=[CH:6][C:7]([Cl:8])=[C:2]([Cl:1])[CH:3]=1)[CH2:10][CH2:11][NH:12][C:13](=[O:19])[O:14][C:15]([CH3:17])([CH3:16])[CH3:18]. Procedure: To a solution of 296 (4.71 g, 10.5 mmol) in MeOH was added hydrazine (0.336 g, 10.5 mmol) and the reaction was stirred at RT overnight. The thick white suspension was taken up in hot MeOH, sonicated, filtered and washed with MeOH. The filtrate was concentrated to afford 2.98 g (89%) of tert-butyl 3-amino-3-(3,4-dichlorophenyl)propylcarbamate (298) as a pale yellow foam: LRMS (APCI pos) m/e=319.0 (M+H). Reactants: ClC=1N=NC(=CC1N(C)CCO)Cl (2-(N-(3,6-dichloropyridazin-4-yl)-N-methylamino)ethanol). Reagents/catalysts: [Pd] (palladium-on-charcoal). Run in C(C)O (ethanol), CO (methanol), N (ammonia). Run at time 4 hour. Product: CN(C1=CN=NC=C1)CCO (2-(N-methyl-N-(pyridazin-4-yl)amino)ethanol). Isolated yield 89.8%. Reaction SMILES: Cl[C:2]1[N:3]=[N:4][C:5](Cl)=[CH:6][C:7]=1[N:8]([CH2:10][CH2:11][OH:12])[CH3:9]>[Pd].C(O)C.CO.N>[CH3:9][N:8]([CH2:10][CH2:11][OH:12])[C:7]1[CH:6]=[CH:5][N:4]=[N:3][CH:2]=1. Procedure: A mixture of 2-(N-(3,6-dichloropyridazin-4-yl)-N-methylamino)ethanol (444 mg, 2 mmol) and 10% palladium-on-charcoal catalyst (150 mg) in ethanol (15 ml), methanol (5 ml) and aqueous ammonia (15 ml) was stirred under hydrogen at 3 atmospheres pressure for 4 hours. The catalyst was removed by filtration and the solvent removed from the filtrate by evaporation. The residue was dissolved in methylene chloride, the insoluble material was removed by filtration and the solvent was removed from the filt... The reactants are C(C)(C)C1=C(N)C(=CC=C1F)C(C)C (2,6-diisopropyl-3-fluoroaniline), C(C)N(C1=CC=CC=C1)CC (N,N-diethylaniline), BrCC(=O)Br (bromoacetyl bromide). Run in O (water). Reaction conditions: time 2 hour. Yields the product BrCC(=O)NC1=C(C(=CC=C1C(C)C)F)C(C)C (2-bromo-N-(2,6-diisopropyl-3-fluorophenyl)acetamide). Yield: 82.0%. Reaction SMILES: [CH:1]([C:4]1[C:10]([F:11])=[CH:9][CH:8]=[C:7]([CH:12]([CH3:14])[CH3:13])[C:5]=1[NH2:6])([CH3:3])[CH3:2].C(N(CC)C1C=CC=CC=1)C.[Br:26][CH2:27][C:28](Br)=[O:29]>O>[Br:26][CH2:27][C:28]([NH:6][C:5]1[C:7]([CH:12]([CH3:14])[CH3:13])=[CH:8][CH:9]=[C:10]([F:11])[C:4]=1[CH:1]([CH3:3])[CH3:2])=[O:29]. Procedure: To a solution of 2,6-diisopropyl-3-fluoroaniline (synthesized by the method described in the Japanese Patent Application Laid open No. Sho. 63-208556) (550 mg, 2.82 mmol) indichloromethane (20 ml) were added N,N-diethylaniline (478 mg, 3.94 mmol) and bromoacetyl bromide (649 mg, 3.22 mmol) successively with ice-cooling, and stirred at room temperature for 2 hours. The reaction solution was diluted with water and extracted with chloroform. The organic layer was washed with a saturated sodium chlo... Reactants: CCN(C(C)C)C(C)C, CC1(C(=O)O)CC2([N+](=O)[O-])c3ccccc3C1c1ccccc12, CCN=C=NCCCN(C)C, CC#N, On1nnc2ccccc21, Nc1n[nH]c(-c2cccc3ccccc23)n1. Yields the product CC1(C(=O)n2nc(-c3cccc4ccccc34)nc2N)CC2([N+](=O)[O-])c3ccccc3C1c1ccccc12. RXN SMILES: [CH2:34]([N:35]([CH:36]([CH3:37])[CH3:38])[CH:39]([CH3:40])[CH3:41])[CH3:42].[CH3:1][C:2]1([C:21](=[O:22])[OH:23])[CH:3]2[c:4]3[cH:5][cH:6][cH:7][cH:8][c:9]3[C:10]([N+:18](=[O:19])[O-:20])([c:11]3[cH:12][cH:13][cH:14][cH:15][c:16]32)[CH2:17]1.[CH3:43][CH2:44][N:45]=[C:46]=[N:47][CH2:48][CH2:49][CH2:50][N:51]([CH3:52])[CH3:53].[CH3:70][C:71]#[N:72].[OH:24][n:25]1[c:26]2[cH:27][cH:28][cH:29][cH:30][c:31]2[n:32][n:33]1.[c:54]1(-[c:64]2[n:65][c:66]([NH2:69])[n:67][nH:68]2)[cH:55][cH:56][cH:57][c:58]2[cH:59][cH:60][cH:61][cH:62][c:63]12>>[CH3:1][C:2]1([C:21](=[O:23])[n:67]2[c:66]([NH2:69])[n:65][c:64](-[c:54]3[cH:55][cH:56][cH:57][c:58]4[cH:59][cH:60][cH:61][cH:62][c:63]34)[n:68]2)[CH:3]2[c:4]3[cH:5][cH:6][cH:7][cH:8][c:9]3[C:10]([N+:18](=[O:19])[O-:20])([c:11]3[cH:12][cH:13][cH:14][cH:15][c:16]32)[CH2:17]1.